The task is: describe an organic reaction: reactants, conditions, products, and yield. This data is from the Open Reaction Database (ORD), a public repository of structured organic reaction records. The reactants are [H-].[Na+] (sodium hydride), FC(C1=C(C=CC=C1)C1C(=NNC(=C1C(=O)OCC)C)C(=O)OCC)(F)F (diethyl 1,4-dihydro-4-(2-trifluoromethylphenyl)-6-methyl-3,5-pyridazine dicarboxylate), ClCCN1CCOCC1 (N-(2-chloroethyl)morpholine), [H][H] (hydrogen). Run in CN(C)C=O (DMF), C1(=CC=CC=C1)C (toluene). Run at time 4 hour. Product: FC(C1=C(C=CC=C1)C1C(=NN(C(=C1C(=O)OCC)C)CCN1CCOCC1)C(=O)OCC)(F)F (Diethyl 1,4-dihydro-4-(2-trifluoromethylphenyl)-6-methyl-1-(2-morpholinoethyl)-3,5-pyridazine dicarboxylate). RXN SMILES: [H-].[Na+].[F:3][C:4]([F:29])([F:28])[C:5]1[CH:10]=[CH:9][CH:8]=[CH:7][C:6]=1[CH:11]1[C:16]([C:17]([O:19][CH2:20][CH3:21])=[O:18])=[C:15]([CH3:22])[NH:14][N:13]=[C:12]1[C:23]([O:25][CH2:26][CH3:27])=[O:24].[H][H].Cl[CH2:33][CH2:34][N:35]1[CH2:40][CH2:39][O:38][CH2:37][CH2:36]1>CN(C=O)C.C1(C)C=CC=CC=1>[F:29][C:4]([F:3])([F:28])[C:5]1[CH:10]=[CH:9][CH:8]=[CH:7][C:6]=1[CH:11]1[C:16]([C:17]([O:19][CH2:20][CH3:21])=[O:18])=[C:15]([CH3:22])[N:14]([CH2:33][CH2:34][N:35]2[CH2:40][CH2:39][O:38][CH2:37][CH2:36]2)[N:13]=[C:12]1[C:23]([O:25][CH2:26][CH3:27])=[O:24] |f:0.1|. Reported procedure: To a slurry of sodium hydride (2.6 g.; 55 mmole; 50:50 oil dispersion) in dry, distilled DMF (50 ml) under nitrogen atmosphere is added a solution of diethyl 1,4-dihydro-4-(2-trifluoromethylphenyl)-6-methyl-3,5-pyridazine dicarboxylate (19.9 g.; 50 mmole) in DMF (125 ml). After hydrogen bubbling ceases, the reaction mixture is warmed in a water bath for 1/2 hour, and a toluene (200 ml) solution of N-(2-chloroethyl)morpholine (60 mmole) is added dropwise. The reaction mixture is stirred at 110°-1... Reactants: [BH3-]C#N, COc1ccc(-n2nc(C(=O)N3CC(C)NC(C)C3)cc2-c2ccccc2)cn1, CC(=O)O, CCO, [Na+]. The product is COc1ccc(-n2nc(C(=O)N3CC(C)N(C)C(C)C3)cc2-c2ccccc2)cn1. RXN SMILES: [C:34]([BH3-:35])#[N:36].[CH3:1][O:2][c:3]1[cH:4][cH:5][c:6](-[n:9]2[n:10][c:11]([C:20](=[O:21])[N:22]3[CH2:23][CH:24]([CH3:29])[NH:25][CH:26]([CH3:28])[CH2:27]3)[cH:12][c:13]2-[c:14]2[cH:15][cH:16][cH:17][cH:18][cH:19]2)[cH:7][n:8]1.[CH3:30][C:31](=[O:32])[OH:33].[CH3:38][CH2:39][OH:40].[Na+:37]>>[CH3:1][O:2][c:3]1[cH:4][cH:5][c:6](-[n:9]2[n:10][c:11]([C:20](=[O:21])[N:22]3[CH2:23][CH:24]([CH3:29])[N:25]([CH3:30])[CH:26]([CH3:28])[CH2:27]3)[cH:12][c:13]2-[c:14]2[cH:15][cH:16][cH:17][cH:18][cH:19]2)[cH:7][n:8]1. Reactants: COc1ccc(N2CC(C)NC(C)C2)cc1NS(=O)(=O)c1ccc(Br)cc1, CC(C)(C)[O-], COCCOC, [K+], O, c1ccc(P(c2ccccc2)(c2ccccc2)[Pd](P(c2ccccc2)(c2ccccc2)c2ccccc2)(P(c2ccccc2)(c2ccccc2)c2ccccc2)P(c2ccccc2)(c2ccccc2)c2ccccc2)cc1, OB(O)c1ccco1. The product is COc1ccc(N2CC(C)NC(C)C2)cc1NS(=O)(=O)c1ccc(-c2ccco2)cc1. RXN SMILES: [Br:1][c:2]1[cH:3][cH:4][c:5]([S:8](=[O:9])(=[O:10])[NH:11][c:12]2[c:13]([O:26][CH3:27])[cH:14][cH:15][c:16]([N:18]3[CH2:19][CH:20]([CH3:25])[NH:21][CH:22]([CH3:24])[CH2:23]3)[cH:17]2)[cH:6][cH:7]1.[CH3:36][C:37]([CH3:38])([O-:39])[CH3:40].[CH3:42][O:43][CH2:44][CH2:45][O:46][CH3:47].[K+:41].[OH2:48].[cH:49]1[cH:50][cH:51][c:52]([P:53]([Pd:54]([P:55]([c:56]2[cH:57][cH:58][cH:59][cH:60][cH:61]2)([c:62]2[cH:63][cH:64][cH:65][cH:66][cH:67]2)[c:68]2[cH:69][cH:70][cH:71][cH:72][cH:73]2)([P:74]([c:75]2[cH:76][cH:77][cH:78][cH:79][cH:80]2)([c:81]2[cH:82][cH:83][cH:84][cH:85][cH:86]2)[c:87]2[cH:88][cH:89][cH:90][cH:91][cH:92]2)[P:93]([c:94]2[cH:95][cH:96][cH:97][cH:98][cH:99]2)([c:100]2[cH:101][cH:102][cH:103][cH:104][cH:105]2)[c:106]2[cH:107][cH:108][cH:109][cH:110][cH:111]2)([c:112]2[cH:113][cH:114][cH:115][cH:116][cH:117]2)[c:118]2[cH:119][cH:120][cH:121][cH:122][cH:123]2)[cH:124][cH:125]1.[o:28]1[c:29]([B:33]([OH:34])[OH:35])[cH:30][cH:31][cH:32]1>>[c:2]1(-[c:29]2[o:28][cH:32][cH:31][cH:30]2)[cH:3][cH:4][c:5]([S:8](=[O:9])(=[O:10])[NH:11][c:12]2[c:13]([O:26][CH3:27])[cH:14][cH:15][c:16]([N:18]3[CH2:19][CH:20]([CH3:25])[NH:21][CH:22]([CH3:24])[CH2:23]3)[cH:17]2)[cH:6][cH:7]1. Yields the product C1(=CC=CC=C1)C1OC(C=N1)=O (2-phenyl-5-oxazolone). Run in C(C)(=O)OC(C)=O (acetic anhydride). The reactants are C(CNC(=O)C1=CC=CC=C1)(=O)O (hippuric acid). Reaction conditions: temperature 70 celsius. As a reaction SMILES: [C:1]([OH:13])(=[O:12])[CH2:2][NH:3][C:4]([C:6]1[CH:11]=[CH:10][CH:9]=[CH:8][CH:7]=1)=O>C(OC(=O)C)(=O)C>[C:6]1([CH:4]2[N:3]=[CH:2][C:1](=[O:12])[O:13]2)[CH:7]=[CH:8][CH:9]=[CH:10][CH:11]=1. The yield is 34.7%. Reported procedure: A mixture of 80 g of hippuric acid and 400 ml of acetic anhydride is heated at 70° C. for two hours. The solution is then brought to ambient temperature and the acetic anhydride is evaporated off under vacuum. The residue is taken up into petroleum ether and crystallises. The crystals are filtered off with suction and washed with petroleum ether and with ethanol to give 25 g of 2-phenyl-5-oxazolone as crystals of melting point 90° C. The reactants are CC(C)=O, O, CS(=O)(=O)c1cc(C(CC(O)CO)NC(=O)c2cncc3c2cnn3-c2ccc(F)cc2)ccn1. Yields the product CS(=O)(=O)c1cc(C(CC=O)NC(=O)c2cncc3c2cnn3-c2ccc(F)cc2)ccn1. Reaction SMILES: [CH3:36][C:37](=[O:38])[CH3:39].[OH2:40].[OH:1][CH:2]([CH2:3][CH:4]([c:5]1[cH:6][c:7]([S:11](=[O:12])(=[O:13])[CH3:14])[n:8][cH:9][cH:10]1)[NH:15][C:16](=[O:17])[c:18]1[c:19]2[c:20]([cH:21][n:22][cH:23]1)[n:24](-[c:27]1[cH:28][cH:29][c:30]([F:33])[cH:31][cH:32]1)[n:25][cH:26]2)[CH2:34][OH:35]>>[O:1]=[CH:2][CH2:3][CH:4]([c:5]1[cH:6][c:7]([S:11](=[O:12])(=[O:13])[CH3:14])[n:8][cH:9][cH:10]1)[NH:15][C:16](=[O:17])[c:18]1[c:19]2[c:20]([cH:21][n:22][cH:23]1)[n:24](-[c:27]1[cH:28][cH:29][c:30]([F:33])[cH:31][cH:32]1)[n:25][cH:26]2. Reactants: C(#N)C1=C(C=C(OC(C(=O)O)CC(C)C)C=C1)C(F)(F)F (2-(4-cyano-3-trifluoromethyl-phenoxy)-4-methyl-pentanoic acid), ON1N=NC2=C1C=CC=C2.C=1C=CC2=C(C1)N=NN2O (1-Hydroxy-benzotriazole HOBT), CN(CCCN=C=NCC)C.CCN=C=NCCCN(C)C.Cl ((3-(dimethylamino)propyl)ethylcarbodiimide EDCl), CN1CCOCC1 (N-methyl morpholine), Cl.COC1=CC=C2NC=C(CCN)C2=C1 (5-methoxytryptamine hydrochloride). The solvent is CN(C)C=O (DMF). Conditions: time 18 hour. The product is COC=1C=C2C(=CNC2=CC1)CCNC(C(CC(C)C)OC1=CC(=C(C=C1)C#N)C(F)(F)F)=O (2-(4-Cyano-3-trifluoromethyl-phenoxy)-4-methyl-pentanoic acid [2-(5-methoxy-1H-indol-3-yl)-ethyl]-amide). Reaction SMILES: [C:1]([C:3]1[CH:17]=[CH:16][C:6]([O:7][CH:8]([CH2:12][CH:13]([CH3:15])[CH3:14])[C:9]([OH:11])=O)=[CH:5][C:4]=1[C:18]([F:21])([F:20])[F:19])#[N:2].ON1C2C=CC=CC=2N=N1.C1C=CC2N(O)N=NC=2C=1.CN(C)CCCN=C=NCC.CCN=C=NCCCN(C)C.Cl.CN1CCOCC1.Cl.[CH3:73][O:74][C:75]1[CH:86]=[C:85]2[C:78]([NH:79][CH:80]=[C:81]2[CH2:82][CH2:83][NH2:84])=[CH:77][CH:76]=1>CN(C=O)C>[CH3:73][O:74][C:75]1[CH:86]=[C:85]2[C:78](=[CH:77][CH:76]=1)[NH:79][CH:80]=[C:81]2[CH2:82][CH2:83][NH:84][C:9](=[O:11])[CH:8]([O:7][C:6]1[CH:16]=[CH:17][C:3]([C:1]#[N:2])=[C:4]([C:18]([F:21])([F:20])[F:19])[CH:5]=1)[CH2:12][CH:13]([CH3:15])[CH3:14] |f:1.2,3.4.5,7.8|. Procedure: The compound was prepared in the following manner. To 0.25 gm (0.83 mmol) of 2-(4-cyano-3-trifluoromethyl-phenoxy)-4-methyl-pentanoic acid in dimethylformamdie “DMF” (15 mL) were added 0.14 gm (1.04 mmol) of 1-Hydroxy-benzotriazole HOBT, 0.2 gm (1.04 mmol) of (3-(dimethylamino)propyl)ethylcarbodiimide EDCl, 0.23 gm (2.28 mmol) N-methyl morpholine, and approximately 234 mg of 5-methoxytryptamine hydrochloride (1.04 mmol). The resultant mixtures were stirred at room temperature for approximately 1... The reactants are COC(=O)c1ccccc1S(=O)(=O)Cl, c1ccc(N2CCNCC2)nc1. The product is COC(=O)c1ccccc1S(=O)(=O)N1CCN(c2ccccn2)CC1. As a reaction SMILES: [CH3:1][O:2][C:3]([c:4]1[c:5]([S:10](=[O:11])(=[O:12])[Cl:13])[cH:6][cH:7][cH:8][cH:9]1)=[O:14].[n:15]1[c:16]([N:21]2[CH2:22][CH2:23][NH:24][CH2:25][CH2:26]2)[cH:17][cH:18][cH:19][cH:20]1>>[CH3:1][O:2][C:3]([c:4]1[c:5]([S:10](=[O:11])(=[O:12])[N:24]2[CH2:23][CH2:22][N:21]([c:16]3[n:15][cH:20][cH:19][cH:18][cH:17]3)[CH2:26][CH2:25]2)[cH:6][cH:7][cH:8][cH:9]1)=[O:14].